This data is from the Open Reaction Database (ORD), a public repository of structured organic reaction records. The task is: describe an organic reaction: reactants, conditions, products, and yield Starting materials: O1CC1COC1=CC=CC=C1 (1,2-Epoxy-3-phenoxy propane), C1(O)=CC=C(O)C=C1 (hydroquinone), COC1=CC=C(C=C1)O (p-methoxyphenol), S(CCO)CCO (thiodiethanol), C(C=C)(=O)O (acrylic acid). Run in O (water). Reaction conditions: temperature 80 celsius, time 170 minute. Product: O1CC1COC1=CC=CC=C1.C(C=C)(=O)O (1,2-Epoxy-3-phenoxy Propane Acrylic Acid). As a reaction SMILES: [O:1]1[CH:3]([CH2:4][O:5][C:6]2[CH:11]=[CH:10][CH:9]=[CH:8][CH:7]=2)[CH2:2]1.C1(C=CC(O)=CC=1)O.COC1C=CC(O)=CC=1.S(CCO)CCO.[C:36]([OH:40])(=[O:39])[CH:37]=[CH2:38]>O>[O:1]1[CH:3]([CH2:4][O:5][C:6]2[CH:7]=[CH:8][CH:9]=[CH:10][CH:11]=2)[CH2:2]1.[C:36]([OH:40])(=[O:39])[CH:37]=[CH2:38] |f:6.7|. Procedure: 1,2-Epoxy-3-phenoxy propane (150 g; 1.0 equivalent), hydroquinone (0.06 g) and p-methoxyphenol (0.06 g) were combined in a reaction vessel detailed in Experiment 4. The flask and contents were heated to 80° C. and a solution of thiodiethanol (24.4 g; 0.2 equivalent), acrylic acid (72 g; 1.0 equivalent), and water (18 g) was added dropwise over a 25-minute period with stirring. A reaction temperature was similarly maintained at 80° C. and conversion followed by acid consumption. The conversion wa... RXN SMILES: [CH3:1][OH:2].NC1C=CN=CC=1.[CH2:10]([C@H:12]1[O:14][CH2:13]1)[Cl:11].[C]=O.[C:17]([OH:21])(C)(C)C>>[CH3:1][O:2][C:17](=[O:21])[CH2:13][C@H:12]([OH:14])[CH2:10][Cl:11] |^3:14|. Isolated yield 92.0%. Product: COC(C[C@@H](CCl)O)=O ((S)-4-chloro-3-hydroxybutanoic acid methyl ester). Starting materials: complex, CO (methanol), C(C)(C)(C)O (t-butanol), NC1=CC=NC=C1 (4-aminopyridine), C(Cl)[C@@H]1CO1 ((S)-epichlorohydrin), [C]=O (carbon monoxide). Procedure: In a 50 mL-volumetric autoclave were added deaerated methanol (5 mL) and t-butanol (3 mL), and thereto were added 4-aminopyridine (47 mg, 0.5 mmol) and (S)-epichlorohydrin (1.9 g, 20 mmol, >99% ee). Then to the mixture was added crystalline dicobaltoctacarbonyl complex (171 mg, 0.5 mmol). After covering the autoclave with a cap, carbon monoxide (1 MPa) was introduced therein and the mixture was reacted at 40° C. for 5 hours. After cooling to room temperature, the solvent was removed in vacuo. Th... Reactants: BrC1=CC=C(C=C1)O (4-bromophenol), OCC(C(=O)OC)(C)C (methyl hydroxypivalate), C1(=CC=CC=C1)P(C1=CC=CC=C1)C1=CC=CC=C1 (triphenylphosphine), N(=NC(=O)OCC)C(=O)OCC.C1(=CC=CC=C1)C (Diethyl azodicarboxylate toluene). The solvent is O1CCCC1 (tetrahydrofuran). Conditions: temperature 70 celsius, time 3 hour. The product is BrC1=CC=C(OCC(C(=O)OC)(C)C)C=C1 (methyl 3-(4-bromophenoxy)-2,2-dimethylpropanoate). The yield is 96.4%. RXN SMILES: N(C(OCC)=O)=NC(OCC)=O.C1(C)C=CC=CC=1.[Br:20][C:21]1[CH:26]=[CH:25][C:24]([OH:27])=[CH:23][CH:22]=1.O[CH2:29][C:30]([CH3:36])([CH3:35])[C:31]([O:33][CH3:34])=[O:32].C1(P(C2C=CC=CC=2)C2C=CC=CC=2)C=CC=CC=1>O1CCCC1>[Br:20][C:21]1[CH:26]=[CH:25][C:24]([O:27][CH2:29][C:30]([CH3:36])([CH3:35])[C:31]([O:33][CH3:34])=[O:32])=[CH:23][CH:22]=1 |f:0.1|. Reported procedure: 40% Diethyl azodicarboxylate-toluene solution (9.54 mL) was added to a tetrahydrofuran (40 mL) solution containing 4-bromophenol (2.0 g), methyl hydroxypivalate (2.77 g) and triphenylphosphine (5.49 g), and the mixture was stirred at 70° C. for 3 hours. The reaction mixture was concentrated under reduced pressure, and purified by silica gel column chromatography (n-hexane:ethyl acetate=90:10) to obtain methyl 3-(4-bromophenoxy)-2,2-dimethylpropanoate (3.2 g). Starting materials: COCC1C([C@H]1CO)(C1=CC=2C(CCC(C2C=C1)(C)C)(C)C)C ((±)-[(S)-3-Methoxymethyl-2-methyl-2-(5,5,8,8-tetramethyl-5,6,7,8-tetrahydronaphthalen-2-yl)-cyclopropyl]-methanol), [Si](C)(C)(C(C)(C)C)OCC1C([C@@H]1CO)(C1=CC=2C(CCC(C2C=C1)(C)C)(C)C)C ((±)-[(R)-3-(tert-butyl-dimethylsilanyloxymethyl)-2-methyl-2-(5,5,8,8-tetramethyl-5,6,7,8-tetrahydro-naphthalen-2-yl)-cyclopropyl]-methanol), CI (methyl iodide). Yields the product COCC1C([C@@H]1CO)(C1=CC=2C(CCC(C2C=C1)(C)C)(C)C)C ((±)-[(R)-3-Methoxymethyl-2-methyl-2-(5,5,8,8-tetramethyl-5,6,7,8-tetrahydro-naphthalen-2-yl)-cyclopropyl]-methanol). Isolated yield 40.0%. As a reaction SMILES: [CH3:1][O:2][CH2:3][CH:4]1[C@H:6]([CH2:7][OH:8])[C:5]1([CH3:23])[C:9]1[CH:18]=[CH:17][C:16]2[C:15]([CH3:20])([CH3:19])[CH2:14][CH2:13][C:12]([CH3:22])([CH3:21])[C:11]=2[CH:10]=1.[Si](OCC1[C@@H](CO)C1(C)C1C=CC2C(C)(C)CCC(C)(C)C=2C=1)(C(C)(C)C)(C)C.CI>>[CH3:1][O:2][CH2:3][CH:4]1[C@@H:6]([CH2:7][OH:8])[C:5]1([CH3:23])[C:9]1[CH:18]=[CH:17][C:16]2[C:15]([CH3:20])([CH3:19])[CH2:14][CH2:13][C:12]([CH3:22])([CH3:21])[C:11]=2[CH:10]=1. Procedure details: Following a procedure similar to that for the preparation of Intermediate 6a using Intermediate 5 as the starting material and methyl iodide as the alkylating reagent provided the title compound as a colorless oil (67 mg, 40% yield): Run in CCOCC (ether). Starting materials: O1CCCC1 (tetrahydrofuran), FC=1C=C(C=C(C1F)F)C1CCC(CC1)=O (4-(3,4,5-trifluorophenyl)cyclohexanone), [Br-].O1C(OCCC1)CC[P+](C1=CC=CC=C1)(C1=CC=CC=C1)C1=CC=CC=C1 (2-(1,3-dioxan-2-yl)ethyltriphenylphosphonium bromide), O1CCCC1 (tetrahydrofuran), CC(C)([O-])C.[K+] (potassium t-butoxide). Yields the product O1C(OCCC1)CC=C1CCC(CC1)C1=CC(=C(C(=C1)F)F)F (1-(2-(1,3-dioxan-2-yl)ethylidene)-4-(3,4,5-trifluorophenyl)cyclohexane). RXN SMILES: [Br-].[O:2]1[CH2:7][CH2:6][CH2:5][O:4][CH:3]1[CH2:8][CH2:9][P+](C1C=CC=CC=1)(C1C=CC=CC=1)C1C=CC=CC=1.O1CCCC1.CC(C)([O-])C.[K+].[F:40][C:41]1[CH:42]=[C:43]([CH:49]2[CH2:54][CH2:53][C:52](=O)[CH2:51][CH2:50]2)[CH:44]=[C:45]([F:48])[C:46]=1[F:47]>CCOCC>[O:4]1[CH2:5][CH2:6][CH2:7][O:2][CH:3]1[CH2:8][CH:9]=[C:52]1[CH2:51][CH2:50][CH:49]([C:43]2[CH:44]=[C:45]([F:48])[C:46]([F:47])=[C:41]([F:40])[CH:42]=2)[CH2:54][CH2:53]1 |f:0.1,3.4|. Procedure details: Into a three-necked flask equipped with a dropping funnel, a three-way cock and a thermometer was placed 2-(1,3-dioxan-2-yl)ethyltriphenylphosphonium bromide (12.2 g, 27 mmols), followed by adding tetrahydrofuran (200 ml), suspending it, stirring under ice cooling till the liquid temperature reached 10° C., adding potassium t-butoxide (3.0 g, 27 mmols) to the reaction mixture, further elevating the temperature up to room temperature under ice cooling for one hour, stirring for one hour, dropwise... Reaction conditions: time 1 hour. Reactants: [Br-], C#C[Mg+], N#Cc1ccc(C=O)cc1, C1CCOC1. The product is C#CC(O)c1ccc(C#N)cc1. Reaction SMILES: [Br-:11].[C:12](#[CH:13])[Mg+:14].[CH:1](=[O:2])[c:3]1[cH:4][cH:5][c:6]([C:7]#[N:8])[cH:9][cH:10]1.[O:15]1[CH2:16][CH2:17][CH2:18][CH2:19]1>>[CH:1]([OH:2])([c:3]1[cH:4][cH:5][c:6]([C:7]#[N:8])[cH:9][cH:10]1)[C:12]#[CH:13]. The reactants are [BH4-].[Na+] (sodium borohydride), ClC1=CC=C(OC(C(C(CF)(C)C)=O)N2N=CN=C2)C=C1 (1-(4-chlorophenoxy)-3,3-dimethyl-4-fluoro-1-(1,2,4-triazol-1-yl)-butan-2-one), Cl (hydrochloric acid). The solvent is CO (methanol). Conditions: time 1 hour. The product is ClC1=CC=C(OC(C(C(CF)(C)C)O)N2N=CN=C2)C=C1 (1-(4-chlorophenoxy)-4-fluoro-3,3-dimethyl-1-(1,2,4-triazol-1-yl)-butan-2-ol). The yield is 72.4%. Reaction SMILES: [Cl:1][C:2]1[CH:21]=[CH:20][C:5]([O:6][CH:7]([N:15]2[CH:19]=[N:18][CH:17]=[N:16]2)[C:8](=[O:14])[C:9]([CH3:13])([CH3:12])[CH2:10][F:11])=[CH:4][CH:3]=1.[BH4-].[Na+].Cl>CO>[Cl:1][C:2]1[CH:3]=[CH:4][C:5]([O:6][CH:7]([N:15]2[CH:19]=[N:18][CH:17]=[N:16]2)[CH:8]([OH:14])[C:9]([CH3:12])([CH3:13])[CH2:10][F:11])=[CH:20][CH:21]=1 |f:1.2|. Reported procedure: 55 g (0.176 mol) of 1-(4-chlorophenoxy)-4-fluoro-3,3-dimethyl-1-(1,2,4-triazol-1-yl)-butan-2-one (Example 1) were dissolved in 250 ml of methanol, and 3 g (0.08 mol) of sodium borohydride were added in portions. The reaction solution was subsequently stirred for 1 hour and then adjusted to a pH value of 3 with concentrated hydrochloric acid. After distilling off the solvent in vacuo, water was added to the residue and the mixture was extracted by shaking with methylene chloride. The combined org... Starting materials: C1(=CC=CC=C1)CC(=O)NC1[C@@H]2N(C(C(S2)(C)C)C(=O)OCC(Cl)(Cl)Cl)C1=O (2,2,2-trichloroethyl 6-(2-phenylacetamido)-2,2-dimethylpenam-3-carboxylate), C(C)(=O)O (acetic acid), C(=O)([O-])[O-].C(=O)([O-])[O-].OO.OO.OO.[Na+].[Na+].[Na+].[Na+] (sodium percarbonate), C(C)(=O)O (acetic acid). Reagents/catalysts: O.O.[O-][W](=O)(=O)[O-].[Na+].[Na+] (sodium tungstate dihydrate). Run in O (water), O (water). Conditions: time 30 minute. Product: C1(=CC=CC=C1)CC(=O)NC1[C@@H]2N(C(C(S2=O)(C)C)C(=O)OCC(Cl)(Cl)Cl)C1=O (2,2,2-trichloroethyl 6-(2-phenylacetamido)-2,2-dimethylpenam-3-carboxylate-1-oxide). Reaction SMILES: [C:1]1([CH2:7][C:8]([NH:10][CH:11]2[C:27](=[O:28])[N:13]3[CH:14]([C:19]([O:21][CH2:22][C:23]([Cl:26])([Cl:25])[Cl:24])=[O:20])[C:15]([CH3:18])([CH3:17])[S:16][C@H:12]23)=[O:9])[CH:6]=[CH:5][CH:4]=[CH:3][CH:2]=1.C(O)(=[O:31])C.C([O-])([O-])=O.C([O-])([O-])=O.OO.OO.OO.[Na+].[Na+].[Na+].[Na+]>O.O.[O-][W]([O-])(=O)=O.[Na+].[Na+].O>[C:1]1([CH2:7][C:8]([NH:10][CH:11]2[C:27](=[O:28])[N:13]3[CH:14]([C:19]([O:21][CH2:22][C:23]([Cl:24])([Cl:25])[Cl:26])=[O:20])[C:15]([CH3:18])([CH3:17])[S:16](=[O:31])[C@H:12]23)=[O:9])[CH:6]=[CH:5][CH:4]=[CH:3][CH:2]=1 |f:2.3.4.5.6.7.8.9.10,11.12.13.14.15|. Procedure: 2,2,2-trichloroethyl 6-(2-phenylacetamido)-2,2-dimethylpenam-3-carboxylate (466 mg.) was added to acetic acid (2 cc), and sodium percarbonate (377 mg.) was added thereto while cooling in an ice bath. The mixture was stirred for 30 minutes, and sodium tungstate dihydrate (40 mg.), acetic acid (1 cc) and water (1 cc) were added thereto. The mixture was stirred for 3 hours, and then water (50 cc) was added thereto. The precipitate was collected by filtration, washed with water and dried to yield cr...